This data is from the Open Reaction Database (ORD), a public repository of structured organic reaction records. The task is: describe an organic reaction: reactants, conditions, products, and yield Starting materials: CC(C)(C)OC(=O)OC(C)(C)C, CCOC(C)=O, CCN(C(C)C)C(C)C, CC1CN(c2nnc(Cl)c3ccccc23)CCN1, CN(C)C=O. Product: CC1CN(c2nnc(Cl)c3ccccc23)CCN1C(=O)OC(C)(C)C. Reaction SMILES: [C:19]([CH3:20])([CH3:21])([CH3:22])[O:23][C:24]([O:25][C:27]([CH3:28])([CH3:29])[CH3:30])=[O:26].[CH3:45][CH2:46][O:47][C:48](=[O:49])[CH3:50].[CH:31]([N:32]([CH2:33][CH3:34])[CH:35]([CH3:36])[CH3:37])([CH3:38])[CH3:39].[Cl:1][c:2]1[n:3][n:4][c:5]([N:12]2[CH2:13][CH:14]([CH3:18])[NH:15][CH2:16][CH2:17]2)[c:6]2[cH:7][cH:8][cH:9][cH:10][c:11]12.[O:40]=[CH:41][N:42]([CH3:43])[CH3:44]>>[Cl:1][c:2]1[n:3][n:4][c:5]([N:12]2[CH2:13][CH:14]([CH3:18])[N:15]([C:24]([O:23][C:19]([CH3:20])([CH3:21])[CH3:22])=[O:25])[CH2:16][CH2:17]2)[c:6]2[cH:7][cH:8][cH:9][cH:10][c:11]12.